From a dataset of the Open Reaction Database (ORD), a public repository of structured organic reaction records. describe an organic reaction: reactants, conditions, products, and yield Reactants: Fc1ccc(CBr)c(F)c1, O=C([O-])[O-], CCOC(=O)c1cc(CC2CCCC2)c[nH]1, [Cs+], [Cs+], CN(C)C=O, O. The product is CCOC(=O)c1cc(CC2CCCC2)cn1Cc1ccc(F)cc1F. Reaction SMILES: [Br:23][CH2:24][c:25]1[c:26]([F:32])[cH:27][c:28]([F:31])[cH:29][cH:30]1.[C:17](=[O:18])([O-:19])[O-:20].[CH2:1]([CH3:2])[O:3][C:4](=[O:5])[c:6]1[nH:7][cH:8][c:9]([CH2:11][CH:12]2[CH2:13][CH2:14][CH2:15][CH2:16]2)[cH:10]1.[Cs+:21].[Cs+:22].[O:34]=[CH:35][N:36]([CH3:37])[CH3:38].[OH2:33]>>[CH2:1]([CH3:2])[O:3][C:4](=[O:5])[c:6]1[n:7]([CH2:24][c:25]2[c:26]([F:32])[cH:27][c:28]([F:31])[cH:29][cH:30]2)[cH:8][c:9]([CH2:11][CH:12]2[CH2:13][CH2:14][CH2:15][CH2:16]2)[cH:10]1. The reactants are CCc1cccc(C#N)c1, CCO, Cl, NO, [Na+], [OH-]. Product: CCc1cccc(C(=N)NO)c1. RXN SMILES: [CH2:1]([CH3:2])[c:3]1[cH:4][c:5]([C:6]#[N:7])[cH:8][cH:9][cH:10]1.[CH3:16][CH2:17][OH:18].[ClH:11].[NH2:12][OH:13].[Na+:15].[OH-:14]>>[CH2:1]([CH3:2])[c:3]1[cH:4][c:5]([C:6](=[NH:7])[NH:12][OH:13])[cH:8][cH:9][cH:10]1. Starting materials: ClC1=CC(=CC=C1)C(=O)OO (3-chloroperbenzoic acid), NC=1SC(=CN1)SC1=CC=C(C=C1)N (2-amino-5-(4-aminophenylthio)thiazole). The solvent is C(Cl)(Cl)Cl (chloroform), C(Cl)(Cl)Cl (chloroform), CN(C=O)C (N,N-dimethylformamide). The product is NC=1SC(=CN1)S(=O)C1=CC=C(C=C1)N (2-amino-5-(4-aminophenylsulfinyl)thiazole). Isolated yield 87.5%. Reaction SMILES: [NH2:1][C:2]1[S:3][C:4]([S:7][C:8]2[CH:13]=[CH:12][C:11]([NH2:14])=[CH:10][CH:9]=2)=[CH:5][N:6]=1.ClC1C=CC=C(C(OO)=[O:23])C=1>C(Cl)(Cl)Cl.CN(C)C=O>[NH2:1][C:2]1[S:3][C:4]([S:7]([C:8]2[CH:13]=[CH:12][C:11]([NH2:14])=[CH:10][CH:9]=2)=[O:23])=[CH:5][N:6]=1. Procedure: To a solution of 2-amino-5-(4-aminophenylthio)thiazole (4.0 g) in a mixture of chloroform (140 ml) and N,N-dimethylformamide (20 ml) was dropwise added the solution of 3-chloroperbenzoic acid (4.65 g) in chloroform (50 ml) at 5° C. with stirring. The mixture was stirred at 5° C. for 4 hours. The precipitates were collected by filtration, washed with 10% aqueous sodium bicarbonate and water. The solid was dried in vacuo to give 2-amino-5-(4-aminophenylsulfinyl)thiazole (3.75 g, yield: 87.5%). mp:... Starting materials: C([O-])(O)=O.[Na+] (sodium bicarbonate), [H-].[Na+] (sodium hydride), ClC1=C(C=C(C(=C1)Cl)OC)NC1=C(C=NC2=CC(=C(C=C12)OC)F)C#N (4-[(2,4-Dichloro-5-methoxyphenyl)amino]-7-fluoro-6-methoxy-3-quinolinecarbonitrile), C(C1=CC=CC=C1)O (benzyl alcohol). Solvent: CS(=O)C (dimethylsulfoxide). Conditions: time 40 minute. Product: C(C1=CC=CC=C1)OC1=C(C=C2C(=C(C=NC2=C1)C#N)NC1=C(C=C(C(=C1)OC)Cl)Cl)OC (7-benzyloxy-4-[(2,4-dichloro-5-methoxyphenyl)amino]-6-methoxy-3-quinolinecarbonitrile). The yield is 73.1%. Reaction SMILES: [H-].[Na+].[CH2:3]([OH:10])[C:4]1[CH:9]=[CH:8][CH:7]=[CH:6][CH:5]=1.[Cl:11][C:12]1[CH:17]=[C:16]([Cl:18])[C:15]([O:19][CH3:20])=[CH:14][C:13]=1[NH:21][C:22]1[C:31]2[C:26](=[CH:27][C:28](F)=[C:29]([O:32][CH3:33])[CH:30]=2)[N:25]=[CH:24][C:23]=1[C:35]#[N:36].C(=O)(O)[O-].[Na+]>CS(C)=O>[CH2:3]([O:10][C:28]1[CH:27]=[C:26]2[C:31]([C:22]([NH:21][C:13]3[CH:14]=[C:15]([O:19][CH3:20])[C:16]([Cl:18])=[CH:17][C:12]=3[Cl:11])=[C:23]([C:35]#[N:36])[CH:24]=[N:25]2)=[CH:30][C:29]=1[O:32][CH3:33])[C:4]1[CH:9]=[CH:8][CH:7]=[CH:6][CH:5]=1 |f:0.1,4.5|. Reported procedure: To a mixture of sodium hydride (122 mg, 3.04 mmol) in 6 mL of dimethylsulfoxide is added benzyl alcohol (91 mg, 0.84 mmol). The solution is stirred at room temperature for 40 minutes. 4-[(2,4-Dichloro-5-methoxyphenyl)amino]-7-fluoro-6-methoxy-3-quinolinecarbonitrile (300 mg, 0.76 mmol) is added and the reaction mixture is heated at 100° C. for 3 hours then cooled to room temperature and allowed to stir overnight. The reaction mixture is poured into saturated sodium bicarbonate and the solids are...